Dataset: the Open Reaction Database (ORD), a public repository of structured organic reaction records. Task: describe an organic reaction: reactants, conditions, products, and yield The reactants are COC1=CC=C2CCCC(C2=C1)CCN (N-[2-(1,2,3,4-tetrahydro-7-methoxy naphthalen-1-yl)ethyl]amine), amine, OP(=O)(O)[O-].[K+] (KH2PO4), [K+].[Br-] (KBr), COCC(=O)Cl (methoxyacetyl chloride), C([C@@H](O)[C@H](O)C(=O)O)(=O)O (D-tartaric acid), C=CCl (Ultron), amide. Procedure details: N-[2-(1,2,3,4-tetrahydro-7-methoxy naphthalen-1-yl)ethyl]amine was resolved according to the procedure described using D-tartaric acid and shown to have an enantomeric excess of 92% by HPLC analysis. The HPLC analyses were performed on a Ultron ES-OVM, 150×4.6 mm column using an isocratic mobile phase at 95/5 (A/B) where A is 20 mM KH2PO4, pH=3.0 and B is acetonitrile. This amine was converted into the amide according to General Procedure A using methoxyacetyl chloride. The final product was pur... The solvent is C(C)#N (acetonitrile), C(Cl)(Cl)Cl (CHCl3). The product is COC1=CC=C2CCCC(C2=C1)CCNC(COC)=O ((-)-N-[2-(1,2,3,4-tetrahydro-7-methoxy naphthalen-1-yl)ethyl]methoxyacetamide). Reaction SMILES: [CH3:1][O:2][C:3]1[CH:12]=[C:11]2[C:6]([CH2:7][CH2:8][CH2:9][CH:10]2[CH2:13][CH2:14][NH2:15])=[CH:5][CH:4]=1.C(O)(=O)[C@H]([C@@H](C(O)=O)O)O.C=CCl.OP([O-])(O)=O.[K+].[CH3:35][O:36][CH2:37][C:38](Cl)=[O:39].[K+].[Br-]>C(Cl)(Cl)Cl.C(#N)C>[CH3:1][O:2][C:3]1[CH:12]=[C:11]2[C:6]([CH2:7][CH2:8][CH2:9][CH:10]2[CH2:13][CH2:14][NH:15][C:38](=[O:39])[CH2:37][O:36][CH3:35])=[CH:5][CH:4]=1 |f:3.4,6.7|. The reactants are C[C@H]1NC(O[C@H]1C1=CC=CC=C1)=O ((4R,5S)-(+)-4-Methyl-5-phenyl-2-oxazolidinone), C(C#C)Br (propargyl bromide). Yields the product C[C@H]1N(C(O[C@H]1C1=CC=CC=C1)=O)CC#C ((4R,5S)-4-Methyl-5-phenyl-3-prop-2-ynyl-oxazolidin-2-one). Yield: 76.0%. RXN SMILES: [CH3:1][C@@H:2]1[C@H:6]([C:7]2[CH:12]=[CH:11][CH:10]=[CH:9][CH:8]=2)[O:5][C:4](=[O:13])[NH:3]1.[CH2:14](Br)[C:15]#[CH:16]>>[CH3:1][C@@H:2]1[C@H:6]([C:7]2[CH:12]=[CH:11][CH:10]=[CH:9][CH:8]=2)[O:5][C:4](=[O:13])[N:3]1[CH2:16][C:15]#[CH:14]. Procedure details: Compound 2a is synthesized from (4R,5S)-(+)-4-Methyl-5-phenyl-2-oxazolidinone (Aldrich) according to general procedure F using 15 mmol (1.79 g) propargyl bromide (Aldrich).